describe an organic reaction: reactants, conditions, products, and yield From a dataset of the Open Reaction Database (ORD), a public repository of structured organic reaction records. Procedure details: Sodium cyanoborohydride (0.62 g) was added portionwise to a solution of 6-(4-aminophenyl)-5-methyl-4,5-dihydro-1,2,4-triazin-3(2H)-one (1 g) and 36% aqueous formaldehyde (0.92 ml) in a mixture of acetic acid (20 ml) and methanol (30 ml) at room temperature. After stirring for 0.5 hours at the same temperature, the reaction mixture was evaporated in vacuo. To the oily residue was added an aqueous solution of sodium bicarbonate, and the resultant solid was collected by filtration and recrystallize... Run at time 0.5 hour. The reactants are C(#N)[BH3-].[Na+] (Sodium cyanoborohydride), NC1=CC=C(C=C1)C=1C(NC(NN1)=O)C (6-(4-aminophenyl)-5-methyl-4,5-dihydro-1,2,4-triazin-3(2H)-one), C=O (formaldehyde). The solvent is C(C)(=O)O (acetic acid), CO (methanol). Yields the product CN(C1=CC=C(C=C1)C=1C(NC(NN1)=O)C)C (6-(4-dimethylaminophenyl)-5-methyl-4,5-dihydro-1,2,4-triazin-3(2H)-one). As a reaction SMILES: [C:1]([BH3-])#[N:2].[Na+].N[C:6]1[CH:11]=[CH:10][C:9]([C:12]2[CH:13]([CH3:19])[NH:14][C:15](=[O:18])[NH:16][N:17]=2)=[CH:8][CH:7]=1.[CH2:20]=O>C(O)(=O)C.CO>[CH3:20][N:2]([CH3:1])[C:6]1[CH:11]=[CH:10][C:9]([C:12]2[CH:13]([CH3:19])[NH:14][C:15](=[O:18])[NH:16][N:17]=2)=[CH:8][CH:7]=1 |f:0.1|.